From a dataset of the Open Reaction Database (ORD), a public repository of structured organic reaction records. describe an organic reaction: reactants, conditions, products, and yield The reactants are N1C(=NC2=C1C=CC=C2)C(=O)C2=CC=C(C=C2)OC2=NC=CN=C2Cl ((1H-benzo[d]imidazol-2-yl)(4-(3-chloropyrazin-2-yloxy)phenyl)methanone), FC1(CC=C(CC1)B1OC(C(O1)(C)C)(C)C)F (2-(4,4-difluorocyclohex-1-enyl)-4,4,5,5-tetramethyl-1,3,2-dioxaborolane), trans-dichlorobis(triphenylphosphine) palladium (II), C([O-])([O-])=O.[Na+].[Na+] (sodium carbonate). Run in COCCOC (DME), O (water). Conditions: time 8 hour. Product: N1C(=NC2=C1C=CC=C2)C(=O)C2=CC=C(C=C2)OC2=NC=CN=C2C2=CCC(CC2)(F)F ((1H-benzo[d]imidazol-2-yl)(4-(3-(4,4-difluorocyclohex-1-enyl)pyrazin-2-yloxy)phenyl)methanone). Reaction SMILES: [NH:1]1[C:5]2[CH:6]=[CH:7][CH:8]=[CH:9][C:4]=2[N:3]=[C:2]1[C:10]([C:12]1[CH:17]=[CH:16][C:15]([O:18][C:19]2[C:24](Cl)=[N:23][CH:22]=[CH:21][N:20]=2)=[CH:14][CH:13]=1)=[O:11].[F:26][C:27]1([F:42])[CH2:32][CH2:31][C:30](B2OC(C)(C)C(C)(C)O2)=[CH:29][CH2:28]1.C(=O)([O-])[O-].[Na+].[Na+]>COCCOC.O>[NH:1]1[C:5]2[CH:6]=[CH:7][CH:8]=[CH:9][C:4]=2[N:3]=[C:2]1[C:10]([C:12]1[CH:17]=[CH:16][C:15]([O:18][C:19]2[C:24]([C:30]3[CH2:31][CH2:32][C:27]([F:42])([F:26])[CH2:28][CH:29]=3)=[N:23][CH:22]=[CH:21][N:20]=2)=[CH:14][CH:13]=1)=[O:11] |f:2.3.4|. Procedure: To a round bottomed flask was added (1H-benzo[d]imidazol-2-yl)(4-(3-chloropyrazin-2-yloxy)phenyl)methanone (0.5018 g, 1.431 mmol), 2-(4,4-difluorocyclohex-1-enyl)-4,4,5,5-tetramethyl-1,3,2-dioxaborolane (0.698 g, 2.86 mmol), trans-dichlorobis(triphenylphosphine) palladium (II) (0.080 g, 0.114 mmol), and sodium carbonate (0.455 g, 4.29 mmol) in DME (3.58 mL) and water (1.192 mL) at 80° C. to stir overnight. Upon completion, solvent was removed. The crude product was purified by reverse-phase prep... Starting materials: ClC=1N=CC(=NC1C)CO ((5-chloro-6-methyl-2-pyrazinyl)methanol), C(C)(=O)OCC (ethyl acetate). Reagents/catalysts: [O-2].[Mn+4].[O-2] (manganese(IV) oxide). Solvent: O1CCOCC1 (dioxane). Reaction conditions: time 2 hour. Yields the product ClC=1N=CC(=NC1C)/C=C/C(=O)OCC (ethyl (2E)-3-(5-chloro-6-methyl-2-pyrazinyl)acrylate). As a reaction SMILES: [Cl:1][C:2]1[N:3]=[CH:4][C:5]([CH2:9]O)=[N:6][C:7]=1[CH3:8].[C:11]([O:14][CH2:15][CH3:16])(=[O:13])[CH3:12]>[O-2].[Mn+4].[O-2].O1CCOCC1>[Cl:1][C:2]1[N:3]=[CH:4][C:5](/[CH:9]=[CH:12]/[C:11]([O:14][CH2:15][CH3:16])=[O:13])=[N:6][C:7]=1[CH3:8] |f:2.3.4|. Procedure: 1H-NMR (300 MHz, DMSO-d6) δ 1.48-1.74 (6H, m), 1.92-2.04 (1H, m), 2.23-2.36 (1H, m), 3.09-3.64(5H, m), 3.89-4.00 (1H, m), 4.52-4.63 (1H, m), 4.88 (1H, brs), 6.23 (1H, d, J=16 Hz), 6.51-6.62 (4H, m), 7.12-7.19 (2H, m), 7.32-7.41 (2H, m), 7.59-7.66 (1H, m), 8.20(1H, brs), 11.1 (1H, brs). MS (ES+) m/z 409 (M+1). Preparation 505 i) A mixture of 5-chloro-6-methyl-2-pyrazinecarboxylic acid (3.83 g) and thionyl chloride (8.09 mL) was stirred for 3 hours at reflux. After cooling, the reaction mixture wa... Product: Cl.CC1=CC(=C(N1)C(=O)OCC)NC(CCCC)=N (Ethyl 5-methyl-3-pentanimidamido-1H-pyrrole-2-carboxylate hydrochloride), solid. Solvent: C(CCCC)#N (valeronitrile). Conditions: temperature 55 celsius, time 30 minute. Procedure: Hydrogen chloride in dioxane (4M, 308 mL, 1.2 mol) was added dropwise to ethyl 3-amino-5-methyl-1H-pyrrole-2-carboxylate (38.3 g, 228 mmol) (J. Med. Chem. 2008, 51, 68) in valeronitrile (383 mL). The resultant mixture was heated at 50° C. overnight. An additional portion of acid (160 mL, 0.64 mol) was added and the mixture heated at 55° C. overnight. The reaction mixture was cooled to room temperature, filtered and the filtrate evaporated. The residue was slurried in TBME (1200 mL) for 30 minute... Starting materials: resultant mixture, Cl (Hydrogen chloride), O1CCOCC1 (dioxane), NC1=C(NC(=C1)C)C(=O)OCC (ethyl 3-amino-5-methyl-1H-pyrrole-2-carboxylate), acid. Reaction SMILES: [ClH:1].O1[CH2:7][CH2:6]OCC1.[NH2:8][C:9]1[CH:13]=[C:12]([CH3:14])[NH:11][C:10]=1[C:15]([O:17][CH2:18][CH3:19])=[O:16]>C(#N)CCCC>[ClH:1].[CH3:14][C:12]1[NH:11][C:10]([C:15]([O:17][CH2:18][CH3:19])=[O:16])=[C:9]([NH:8][C:9](=[NH:8])[CH2:10][CH2:15][CH2:6][CH3:7])[CH:13]=1 |f:4.5|.